From a dataset of the Open Reaction Database (ORD), a public repository of structured organic reaction records. describe an organic reaction: reactants, conditions, products, and yield The reactants are C(C)(C)(C)OC(N(CC1=CC(=C(C=C1)[N+](=O)[O-])OC)CC1=CC=CC=C1)=O (benzyl-(3-methoxy-4-nitro-benzyl)-carbamic acid tert-butyl ester), [NH4+].[Cl-] (NH4Cl). The reagents and catalysts are [Zn] (zinc). Run in CO (methanol). Reaction conditions: temperature 60 celsius. Yields the product C(C)(C)(C)OC(N(CC1=CC=CC=C1)CC1=CC(=C(C=C1)N)OC)=O ((4-Amino-3-methoxy-benzyl)-benzyl-carbamic acid tert-butyl ester). The yield is 85.3%. As a reaction SMILES: [C:1]([O:5][C:6](=[O:27])[N:7]([CH2:20][C:21]1[CH:26]=[CH:25][CH:24]=[CH:23][CH:22]=1)[CH2:8][C:9]1[CH:14]=[CH:13][C:12]([N+:15]([O-])=O)=[C:11]([O:18][CH3:19])[CH:10]=1)([CH3:4])([CH3:3])[CH3:2].[NH4+].[Cl-]>CO.[Zn]>[C:1]([O:5][C:6](=[O:27])[N:7]([CH2:8][C:9]1[CH:14]=[CH:13][C:12]([NH2:15])=[C:11]([O:18][CH3:19])[CH:10]=1)[CH2:20][C:21]1[CH:26]=[CH:25][CH:24]=[CH:23][CH:22]=1)([CH3:4])([CH3:3])[CH3:2] |f:1.2|. Reported procedure: To a solution of benzyl-(3-methoxy-4-nitro-benzyl)-carbamic acid tert-butyl ester (1.2 g, 3.22 mmol) in methanol (24 mL) was added a saturated aqueous solution of NH4Cl (24 mL) and zinc powder (1.05 g 16.11 mmol). The reaction was heated to 60° C. for 2 hours then the reaction mass was cooled to room temperature and filtered through celite. The solvents were removed under reduced pressure then the residue was partitioned between EtOAc (24 mL) and water (24 mL). The separated aqueous layer was ex... The reactants are CCOCC(=O)Cl, CC(C)=O, CC1CC(=O)NN=C1c1ccc(N)cc1. The product is CCOCC(=O)Nc1ccc(C2=NNC(=O)CC2C)cc1. Reaction SMILES: [CH2:16]([CH3:17])[O:18][CH2:19][C:20](=[O:21])[Cl:22].[CH3:23][C:24](=[O:25])[CH3:26].[NH2:1][c:2]1[cH:3][cH:4][c:5]([C:8]2=[N:13][NH:12][C:11](=[O:14])[CH2:10][CH:9]2[CH3:15])[cH:6][cH:7]1>>[NH:1]([c:2]1[cH:3][cH:4][c:5]([C:8]2=[N:13][NH:12][C:11](=[O:14])[CH2:10][CH:9]2[CH3:15])[cH:6][cH:7]1)[C:20]([CH2:19][O:18][CH2:16][CH3:17])=[O:21]. Starting materials: CC(C)C[Al+]CC(C)C, Cl, COC(=O)CCc1cnoc1-c1ccc(OC(F)(F)F)cc1, [H-], C1CCOC1. Product: OCCCc1cnoc1-c1ccc(OC(F)(F)F)cc1. RXN SMILES: [CH2:24]([Al+:25][CH2:26][CH:27]([CH3:28])[CH3:29])[CH:30]([CH3:31])[CH3:32].[ClH:33].[F:1][C:2]([O:3][c:4]1[cH:5][cH:6][c:7](-[c:10]2[c:11]([CH2:15][CH2:16][C:17](=[O:18])[O:19][CH3:20])[cH:12][n:13][o:14]2)[cH:8][cH:9]1)([F:21])[F:22].[H-:23].[O:34]1[CH2:35][CH2:36][CH2:37][CH2:38]1>>[F:1][C:2]([O:3][c:4]1[cH:5][cH:6][c:7](-[c:10]2[c:11]([CH2:15][CH2:16][CH2:17][OH:18])[cH:12][n:13][o:14]2)[cH:8][cH:9]1)([F:21])[F:22]. Starting materials: CC=1SC(=CC1)C=C[N+](=O)[O-] (2-Methyl-5-(2-nitro-vinyl)-thiophene), [H-].[Al+3].[Li+].[H-].[H-].[H-] (lithium aluminium hydride). Yields the product CC1=CC=C(S1)CCN (2-(5-Methyl-thiophen-2-yl)-ethylamine). Yield: 85.0%. As a reaction SMILES: [CH3:1][C:2]1[S:3][C:4]([CH:7]=[CH:8][N+:9]([O-])=O)=[CH:5][CH:6]=1.[H-].[Al+3].[Li+].[H-].[H-].[H-]>>[CH3:1][C:2]1[S:3][C:4]([CH2:7][CH2:8][NH2:9])=[CH:5][CH:6]=1 |f:1.2.3.4.5.6|. Reported procedure: In close analogy to the procedure described above, 2-Methyl-5-(2-nitro-vinyl)-thiophene is reacted with lithium aluminium hydride to provide the title compound. The reactants are C[O-].[Na+] (NaOMe), solution, N(=[N+]=[N-])C(C(=O)[O-])=CC1=CC=CC=C1 (azidocinnamate), C(=O)C1=CC=C(C(=O)OC(C)(C)C)C=C1 (t-butyl 4-formylbenzoate), N(=[N+]=[N-])CC(=O)OC (methyl azidoacetate). Solvent: CO (MeOH), CO (MeOH), C=1(C(=CC=CC1)C)C (xylene), C=1(C(=CC=CC1)C)C (xylene), O (water). Conditions: temperature 0 celsius, time 1 hour. The product is COC(=O)C=1NC2=CC(=CC=C2C1)C(=O)OC(C)(C)C (t-butyl 2-(methoxycarbonyl)indole-6-carboxylate). Isolated yield 42.0%. RXN SMILES: [CH:1]([C:3]1[CH:15]=[CH:14][C:6]([C:7]([O:9][C:10]([CH3:13])([CH3:12])[CH3:11])=[O:8])=[CH:5][CH:4]=1)=O.[N:16]([CH2:19][C:20]([O:22][CH3:23])=[O:21])=[N+]=[N-].C[O-].[Na+].N(C(=CC1C=CC=CC=1)C([O-])=O)=[N+]=[N-]>CO.O.C1(C)C(C)=CC=CC=1>[CH3:23][O:22][C:20]([C:19]1[NH:16][C:15]2[C:3]([CH:1]=1)=[CH:4][CH:5]=[C:6]([C:7]([O:9][C:10]([CH3:13])([CH3:12])[CH3:11])=[O:8])[CH:14]=2)=[O:21] |f:2.3|. Reported procedure: A solution of t-butyl 4-formylbenzoate (8.52 g, 41 mmol) and methyl azidoacetate [M. S. Allen, L. K. Hamaker, A. J. La Loggia, J. M. Cook, Synth. Commun., 1992, 22, 2077-2102] (28.5 g, 248 mmol) in dry MeOH (200 mL) was added dropwise over 1 h to a solution of NaOMe (60 mL of a 3.3M solution in MeOH, 197 mmol) under nitrogen with cooling in an ice-salt bath. The yellow suspension was stirred for a further 1 h at 0° C., allowed to stand at 4° C. for 15 h, then diluted with water and the solid fil... Starting materials: N1CCC(CC1)=O (4-piperidone), ClCCCCCCOC (1-chloro-6-methoxyhexane). Yields the product COCCCCCCN1CCC(CC1)=O (1-(6-Methoxyhexyl)-4-piperidone). As a reaction SMILES: [NH:1]1[CH2:6][CH2:5][C:4](=[O:7])[CH2:3][CH2:2]1.Cl[CH2:9][CH2:10][CH2:11][CH2:12][CH2:13][CH2:14][O:15][CH3:16]>>[CH3:16][O:15][CH2:14][CH2:13][CH2:12][CH2:11][CH2:10][CH2:9][N:1]1[CH2:6][CH2:5][C:4](=[O:7])[CH2:3][CH2:2]1. Reported procedure: 1-(6-Methoxyhexyl)-4-piperidone is prepared from 4-piperidone and 1-chloro-6-methoxyhexane essentially as described above in Example 38, Scheme C, step a.